This data is from the Open Reaction Database (ORD), a public repository of structured organic reaction records. The task is: describe an organic reaction: reactants, conditions, products, and yield Reactants: COC(C(=O)OC)=O (dimethyloxalate), CC1=CC=C(C=C1)C(C)=O (4′-methylacetophenone). The product is CC1=CC=C(C=C1)C(CC(C(=O)OC)=O)=O (Methyl 4-(4-methylphenyl)-2,4-dioxobutanoate). Isolated yield 74.0%. RXN SMILES: CO[C:3](=[O:8])[C:4]([O:6][CH3:7])=[O:5].[CH3:9][C:10]1[CH:15]=[CH:14][C:13]([C:16](=[O:18])[CH3:17])=[CH:12][CH:11]=1>>[CH3:9][C:10]1[CH:15]=[CH:14][C:13]([C:16](=[O:18])[CH2:17][C:3](=[O:8])[C:4]([O:6][CH3:7])=[O:5])=[CH:12][CH:11]=1. Procedure details: The title compound was prepared from dimethyloxalate (47.24 g, 400 mmol) and 4′-methylacetophenone (26.84 g, 200 mmol) using the procedure for Example 1d. Work-up and recrystallization provided the title compound as white needles (32.6 g, 74% yield). Mp 82–84° C. 1H NMR (300 MHz, CDCl3) δ 15.36 (br.s, 1H), 7.92 (d, J=8.3 Hz, 2H), 7.32 (d, J=8.3 Hz, 2H), 7.08 (s, 1H), 3.96 (s, 3H), 2.46 (s, 3H). Mass spectrum (API-TIS) m/z 221 (MH+). Anal calcd. for C12H12O4: C, 65.45; H, 5.49. Found: C, 65.46; H... Reactants: ClCC1=CC=C(C=C1)C1C(CN(CC1)C(=O)OCC1=CC=CC=C1)OCC=1C=CC2=C(N(CCO2)CCCOC)C1 (benzyl 4-(4-chloromethylphenyl)-3-[4-(3-methoxypropyl)-3,4-dihydro-2H-benzo[1,4]oxazin-6-ylmethoxy]piperidine-1-carboxylate), N1C=NC(=C1)C=1C=C(C=CC1)O (3-(1H-imidazol-4-yl)phenol). Yields the product N1C=NC(=C1)C=1C=C(OCC2=CC=C(C=C2)C2C(CN(CC2)C(=O)OCC2=CC=CC=C2)OCC=2C=CC3=C(N(CCO3)CCCOC)C2)C=CC1 (Benzyl 4-{4-[3-(1H-imidazol-4-yl)phenoxymethyl]phenyl}-3-[4-(3-methoxypropyl)-3,4-dihydro-2H-benzo[1,4]oxazin-6-ylmethoxy]piperidine-1-carboxylate). As a reaction SMILES: Cl[CH2:2][C:3]1[CH:8]=[CH:7][C:6]([CH:9]2[CH2:14][CH2:13][N:12]([C:15]([O:17][CH2:18][C:19]3[CH:24]=[CH:23][CH:22]=[CH:21][CH:20]=3)=[O:16])[CH2:11][CH:10]2[O:25][CH2:26][C:27]2[CH:28]=[CH:29][C:30]3[O:35][CH2:34][CH2:33][N:32]([CH2:36][CH2:37][CH2:38][O:39][CH3:40])[C:31]=3[CH:41]=2)=[CH:5][CH:4]=1.[NH:42]1[CH:46]=[C:45]([C:47]2[CH:48]=[C:49]([OH:53])[CH:50]=[CH:51][CH:52]=2)[N:44]=[CH:43]1>>[NH:42]1[CH:46]=[C:45]([C:47]2[CH:48]=[C:49]([CH:50]=[CH:51][CH:52]=2)[O:53][CH2:2][C:3]2[CH:8]=[CH:7][C:6]([CH:9]3[CH2:14][CH2:13][N:12]([C:15]([O:17][CH2:18][C:19]4[CH:24]=[CH:23][CH:22]=[CH:21][CH:20]=4)=[O:16])[CH2:11][CH:10]3[O:25][CH2:26][C:27]3[CH:28]=[CH:29][C:30]4[O:35][CH2:34][CH2:33][N:32]([CH2:36][CH2:37][CH2:38][O:39][CH3:40])[C:31]=4[CH:41]=3)=[CH:5][CH:4]=2)[N:44]=[CH:43]1. Procedure: Analogously to Method I, 0.107 g of benzyl 4-(4-chloromethylphenyl)-3-[4-(3-methoxypropyl)-3,4-dihydro-2H-benzo[1,4]oxazin-6-ylmethoxy]piperidine-1-carboxylate (Example 270b) and 0.0444 g of 3-(1H-imidazol-4-yl)phenol are reacted. The title compound is obtained as an orange oil. Rf=0.19 (200:10:1 dichloromethane-methanol-conc. ammonia); Rt=4.89. Reaction conditions: time 2 hour. As a reaction SMILES: [Cl:1][C:2]1[CH:7]=[CH:6][C:5]([S:8]N2CC(C(O)C)C2=O)=[CH:4][CH:3]=1.C1(P(C2C=CC=CC=2)C2C=CC=CC=2)C=CC=CC=1.C(O)=[O:37].[N:39]([C:46](OCC)=O)=NC(OCC)=O.[O:51]1[CH2:55][CH2:54][CH2:53][CH2:52]1>CO.Cl>[Cl:1][C:2]1[CH:3]=[CH:4][C:5]([S:8][CH:46]2[NH:39][C:55](=[O:51])[CH:54]2[CH:53]([OH:37])[CH3:52])=[CH:6][CH:7]=1. The solvent is CO (methanol). Reagents/catalysts: Cl (hydrochloric acid). Reactants: N(=NC(=O)OCC)C(=O)OCC (diethyl azodicarboxylate), O1CCCC1 (tetrahydrofuran), ClC1=CC=C(C=C1)SN1C(C(C1)C(C)O)=O ((p-chlorophenyl)thio-3-(1-hydroxyethyl)-2-azetidinone), C1(=CC=CC=C1)P(C1=CC=CC=C1)C1=CC=CC=C1 (triphenylphosphine), C(=O)O (formic acid), O1CCCC1 (tetrahydrofuran). Yields the product ClC1=CC=C(C=C1)SC1C(C(N1)=O)C(C)O (rac--(αR*,3S*,4R*)-4-[(p-chlorophenyl)thio]-3-(1-hydroxyethyl)-2-azetidinone). Reported procedure: 617 mg (2.39 mmol) of rac-(αS*,3S*,4R*)-4-[(p-chlorophenyl)thio-3-(1-hydroxyethyl)-2-azetidinone in 30 ml of tetrahydrofuran are treated with 1.25 g (4.8 mmol) of triphenylphosphine and 0.18 ml (4.8 mmol) of formic acid. A solution of 1.1 g (4.8 mmol) of diethyl azodicarboxylate in 10 ml of tetrahydrofuran is slowly added dropwise thereto, the reaction mixture is stirred at room temperature for 2 hours, evaporated and the residue is filtered through silica gel (hexane/ethyl acetate). The oil obt...